describe an organic reaction: reactants, conditions, products, and yield From a dataset of the Open Reaction Database (ORD), a public repository of structured organic reaction records. Reactants: CO, ClC(Cl)Cl, [H-], Cc1cnc(NC(=O)c2ccc(CN3CCN(C)CC3)c(C(F)(F)F)c2)cc1N, [Na+], CN(C)C=O, O=C(O)CC(O)(CC(=O)O)C(=O)O, CS(=O)(=O)c1nccc(-c2cccnc2)n1. The product is Cc1cnc(NC(=O)c2ccc(CN3CCN(C)CC3)c(C(F)(F)F)c2)cc1Nc1nccc(-c2cccnc2)n1. Reaction SMILES: [CH3:61][OH:62].[CH:63]([Cl:64])([Cl:65])[Cl:66].[H-:46].[NH2:1][c:2]1[cH:3][c:4]([NH:9][C:10]([c:11]2[cH:12][c:13]([C:25]([F:26])([F:27])[F:28])[c:14]([CH2:17][N:18]3[CH2:19][CH2:20][N:21]([CH3:24])[CH2:22][CH2:23]3)[cH:15][cH:16]2)=[O:29])[n:5][cH:6][c:7]1[CH3:8].[Na+:47].[O:67]=[CH:68][N:69]([CH3:70])[CH3:71].[OH:48][C:49]([CH2:50][C:51]([C:52](=[O:53])[OH:54])([CH2:55][C:56](=[O:57])[OH:58])[OH:59])=[O:60].[S:30]([CH3:31])(=[O:32])(=[O:33])[c:34]1[n:35][cH:36][cH:37][c:38](-[c:40]2[cH:41][n:42][cH:43][cH:44][cH:45]2)[n:39]1>>[NH:1]([c:2]1[cH:3][c:4]([NH:9][C:10]([c:11]2[cH:12][c:13]([C:25]([F:26])([F:27])[F:28])[c:14]([CH2:17][N:18]3[CH2:19][CH2:20][N:21]([CH3:24])[CH2:22][CH2:23]3)[cH:15][cH:16]2)=[O:29])[n:5][cH:6][c:7]1[CH3:8])[c:34]1[n:35][cH:36][cH:37][c:38](-[c:40]2[cH:41][n:42][cH:43][cH:44][cH:45]2)[n:39]1. The reactants are ClC=1C=CC2=C(C(=C(S2)S(=O)(=O)Cl)C)C1 (5-chloro-3-methyl-benzothiophene-2-sulfonyl chloride), O1C=NC=C1C=1C=C(N)C=CC1 (3-(1,3-oxazol-5-yl)-aniline). The product is ClC=1C=CC2=C(C(=C(S2)S(=O)(=O)NC2=CC(=CC=C2)C2=CN=CO2)C)C1 (5-Chloro-3-methyl-N-[3-(1,3-oxazol-5-yl)phenyl]-1-benzothiophene-2-sulfonamide). Isolated yield 28.2%. As a reaction SMILES: [Cl:1][C:2]1[CH:3]=[CH:4][C:5]2[S:9][C:8]([S:10](Cl)(=[O:12])=[O:11])=[C:7]([CH3:14])[C:6]=2[CH:15]=1.[O:16]1[C:20]([C:21]2[CH:22]=[C:23]([CH:25]=[CH:26][CH:27]=2)[NH2:24])=[CH:19][N:18]=[CH:17]1>>[Cl:1][C:2]1[CH:3]=[CH:4][C:5]2[S:9][C:8]([S:10]([NH:24][C:23]3[CH:25]=[CH:26][CH:27]=[C:21]([C:20]4[O:16][CH:17]=[N:18][CH:19]=4)[CH:22]=3)(=[O:12])=[O:11])=[C:7]([CH3:14])[C:6]=2[CH:15]=1. Procedure: The product was prepared according to General Procedure 1, described in Example 1, starting with 5-chloro-3-methyl-benzothiophene-2-sulfonyl chloride (15.5 mg, 0.055 mmol) and 3-(1,3-oxazol-5-yl)-aniline (8 mg, 0.05 mmol) yielding 5.7 mg (26%) of the title compound. 1H NMR (500 MHz, DMSO-d6) δ ppm 7.06 (d, 1 H) 7.29 (t, 1 H) 7.39 (d, 1 H) 7.45 (br. s., 1 H) 7.49 (d, 1 H) 7.54 (s, 1 H) 7.93 (s, 1 H) 8.00 (d, 1 H) 8.36 (s, 1 H) 10.87 (br. s., 1 H) (Note; CH3 in DMSO-peak). Starting materials: [Al+3].[Cl-].[Cl-].[Cl-] (AlCl3), C(C)(=O)C=1C=C2CCCCC2=CC1 (6-acetyltetralin), BrBr (Br2). Run in ice water. Yields the product BrC=1C=C(C=C2CCCCC12)C(C)=O (8-Bromo-6-acetyltetralin). As a reaction SMILES: [Al+3].[Cl-].[Cl-].[Cl-].[C:5]([C:8]1[CH:9]=[C:10]2[C:15](=[CH:16][CH:17]=1)[CH2:14][CH2:13][CH2:12][CH2:11]2)(=[O:7])[CH3:6].[Br:18]Br>>[Br:18][C:16]1[CH:17]=[C:8]([C:5](=[O:7])[CH3:6])[CH:9]=[C:10]2[C:15]=1[CH2:14][CH2:13][CH2:12][CH2:11]2 |f:0.1.2.3|. Reported procedure: To AlCl3 (9.9 g, 75 mmol) is added dropwise 6-acetyltetralin (5.25 g, 30 mmol) under mechanical stirring at RT. After 20 minutes at 70° C. the reaction is cooled to RT and treated in small portions with Br2 (5.76 g [=1.86 ml], 36 mmol) over a period of 30 minutes. After that the mixture is stirred for further 60 minutes at 85° C. After cooling down to RT and addition of ice-water (450 ml) the compound is extracted with methylene chloride and purified on silica gel using a mixture of cyclo-hexane... The reactants are NC=1SN=C2C1C=CC=C2 (3-amino-2,1-benzisothiazole), OS(=O)(=O)O (H2SO4). RXN SMILES: [NH2:1][C:2]1[S:3][N:4]=[C:5]2[CH:10]=[CH:9][CH:8]=[CH:7][C:6]=12.[OH:11][S:12](O)(=[O:14])=[O:13]>CC(C)=O>[NH2:1][C:2]1[S:3][N:4]=[C:5]2[C:10]([S:12]([OH:14])(=[O:13])=[O:11])=[CH:9][CH:8]=[CH:7][C:6]=12. The solvent is CC(=O)C (acetone). The product is NC=1SN=C2C1C=CC=C2S(=O)(=O)O (3-amino-2,1-benzisothiazole-7-sulfonic acid). Procedure: A solution of 10.0 g. of 3-amino-2,1-benzisothiazole in 100 g. of concentrated H2SO4 was heated at 50°-55° C. for one-half hour, then cooled and added to 500 ml. of cold acetone. The product was removed by filtration and then reprecipitated from bicarbonate solution by addition of sufficient acetic acid to give a pH of 4.75-4.80. 8.5 Grams of purified 3-amino-2,1-benzisothiazole-7-sulfonic acid product was obtained. Starting materials: COC(=O)C=1C=2N(C=CC1)C(=C(N2)C2=CC=C(C=C2)C2(CCC2)N)C2=CC=CC=C2 (2-[4-(1-amino-cyclobutyl)-phenyl]-3-phenyl-imidazo[1,2-a]pyridine-8-carboxylic acid methyl ester), N (ammonia), aqueous solution. Run at temperature 130 celsius. Yields the product NC1(CCC1)C1=CC=C(C=C1)C=1N=C2N(C=CC=C2C(=O)N)C1C1=CC=CC=C1 (2-[4-(1-amino-cyclobutyl)-phenyl]-3-phenyl-imidazo[1,2-a]pyridine-8-carboxylic acid amide). Reaction SMILES: C[O:2][C:3]([C:5]1[C:6]2[N:7]([C:11]([C:25]3[CH:30]=[CH:29][CH:28]=[CH:27][CH:26]=3)=[C:12]([C:14]3[CH:19]=[CH:18][C:17]([C:20]4([NH2:24])[CH2:23][CH2:22][CH2:21]4)=[CH:16][CH:15]=3)[N:13]=2)[CH:8]=[CH:9][CH:10]=1)=O.[NH3:31]>>[NH2:24][C:20]1([C:17]2[CH:16]=[CH:15][C:14]([C:12]3[N:13]=[C:6]4[C:5]([C:3]([NH2:31])=[O:2])=[CH:10][CH:9]=[CH:8][N:7]4[C:11]=3[C:25]3[CH:30]=[CH:29][CH:28]=[CH:27][CH:26]=3)=[CH:19][CH:18]=2)[CH2:21][CH2:22][CH2:23]1. Procedure details: A mixture of 2-[4-(1-amino-cyclobutyl)-phenyl]-3-phenyl-imidazo[1,2-a]pyridine-8-carboxylic acid methyl ester (Example 2-23, 128 mg) and ammonia (2.23 mL of a 7M aqueous solution) was heated at 130° C. under microwave irradiation for 90 minutes. On cooling, the reaction mixture was concentrated to give the title compound. The reactants are OB(O)C1=CCCCCC1, Cc1ccccc1, O=C(C=Cc1ccccc1)C=Cc1ccccc1, COc1cccc(OC)c1-c1ccccc1P(C1CCCCC1)C1CCCCC1, O=C(C=Cc1ccccc1)C=Cc1ccccc1, O=C(C=Cc1ccccc1)C=Cc1ccccc1, O=C(O)C(F)(F)F, [K+], [K+], [K+], CN1CC(c2ccc(N)c(Br)c2)CN(C)C1=O, O=P([O-])([O-])[O-], [Pd], [Pd]. Yields the product CN1CC(c2ccc(N)c(C3=CCCCCC3)c2)CN(C)C1=O. As a reaction SMILES: [C:25]1([B:32]([OH:33])[OH:34])=[CH:26][CH2:27][CH2:28][CH2:29][CH2:30][CH2:31]1.[CH3:72][c:73]1[cH:74][cH:75][cH:76][cH:77][cH:78]1.[CH:117](=[CH:118][C:119]([CH:120]=[CH:121][c:122]1[cH:123][cH:124][cH:125][cH:126][cH:127]1)=[O:128])[c:129]1[cH:130][cH:131][cH:132][cH:133][cH:134]1.[CH:43]1([P:44]([CH:45]2[CH2:46][CH2:47][CH2:48][CH2:49][CH2:50]2)[c:51]2[cH:52][cH:53][cH:54][cH:55][c:56]2-[c:57]2[c:58]([O:59][CH3:60])[cH:61][cH:62][cH:63][c:64]2[O:65][CH3:66])[CH2:67][CH2:68][CH2:69][CH2:70][CH2:71]1.[CH:81](=[CH:82][C:83]([CH:84]=[CH:85][c:86]1[cH:87][cH:88][cH:89][cH:90][cH:91]1)=[O:92])[c:93]1[cH:94][cH:95][cH:96][cH:97][cH:98]1.[CH:99](=[CH:100][C:101]([CH:102]=[CH:103][c:104]1[cH:105][cH:106][cH:107][cH:108][cH:109]1)=[O:110])[c:111]1[cH:112][cH:113][cH:114][cH:115][cH:116]1.[F:1][C:2]([F:3])([F:4])[C:5]([OH:6])=[O:7].[K+:40].[K+:41].[K+:42].[NH2:8][c:9]1[c:10]([Br:24])[cH:11][c:12]([CH:15]2[CH2:16][N:17]([CH3:23])[C:18](=[O:22])[N:19]([CH3:21])[CH2:20]2)[cH:13][cH:14]1.[P:35]([O-:36])([O-:37])([O-:38])=[O:39].[Pd:79].[Pd:80]>>[NH2:8][c:9]1[c:10]([C:25]2=[CH:26][CH2:27][CH2:28][CH2:29][CH2:30][CH2:31]2)[cH:11][c:12]([CH:15]2[CH2:16][N:17]([CH3:23])[C:18](=[O:22])[N:19]([CH3:21])[CH2:20]2)[cH:13][cH:14]1. Product: ClC1=NC=CC(=C1)C1=CC(=C(C(=C1)OC)OC)OC (2-Chloro-4-(3,4,5-trimethoxyphenyl)pyridine). Reaction conditions: temperature 100 celsius, time 5 hour. Reaction SMILES: P(Cl)(Cl)([Cl:3])=O.[CH3:6][O:7][C:8]1[CH:9]=[C:10]([C:18]2[CH:23]=[CH:22][N+:21]([O-])=[CH:20][CH:19]=2)[CH:11]=[C:12]([O:16][CH3:17])[C:13]=1[O:14][CH3:15]>>[Cl:3][C:22]1[CH:23]=[C:18]([C:10]2[CH:9]=[C:8]([O:7][CH3:6])[C:13]([O:14][CH3:15])=[C:12]([O:16][CH3:17])[CH:11]=2)[CH:19]=[CH:20][N:21]=1. Procedure details: Phosphorus oxychloride (2 mL) was added to 4-(3,4,5-Trimethoxyphenyl)pyridine-N-oxide (27 mg) at 0° C., and the mixture was stirred at 100° C. for 5 hours. The reaction mixture was concentrated under reduced pressure, and the residue was diluted with ethyl acetate and neutralized with a saturated aqueous solution of sodium hydrogencarbonate at 0° C. The neutralized product was extracted with ethyl acetate, and the extract was washed with saturated brine and dried over anhydrous sodium sulfate. T... The reactants are P(=O)(Cl)(Cl)Cl (Phosphorus oxychloride), COC=1C=C(C=C(C1OC)OC)C1=CC=[N+](C=C1)[O-] (4-(3,4,5-Trimethoxyphenyl)pyridine-N-oxide). Starting materials: CCCCC(C)C(=O)C=P(c1ccccc1)(c1ccccc1)c1ccccc1, O=CC1CCC2(OCCO2)C1CCCCCCCO, C1CCOC1. Product: CCCCC(C)C(=O)C=CC1CCC2(OCCO2)C1CCCCCCCO. Reaction SMILES: [CH3:20][CH:21]([C:22](=[O:23])[CH:24]=[P:25]([c:26]1[cH:27][cH:28][cH:29][cH:30][cH:31]1)([c:32]1[cH:33][cH:34][cH:35][cH:36][cH:37]1)[c:38]1[cH:39][cH:40][cH:41][cH:42][cH:43]1)[CH2:44][CH2:45][CH2:46][CH3:47].[CH:1](=[O:2])[CH:3]1[CH:4]([CH2:12][CH2:13][CH2:14][CH2:15][CH2:16][CH2:17][CH2:18][OH:19])[C:5]2([O:6][CH2:7][CH2:8][O:9]2)[CH2:10][CH2:11]1.[O:48]1[CH2:49][CH2:50][CH2:51][CH2:52]1>>[CH:1]([CH:3]1[CH:4]([CH2:12][CH2:13][CH2:14][CH2:15][CH2:16][CH2:17][CH2:18][OH:19])[C:5]2([O:6][CH2:7][CH2:8][O:9]2)[CH2:10][CH2:11]1)=[CH:24][C:22]([CH:21]([CH3:20])[CH2:44][CH2:45][CH2:46][CH3:47])=[O:23]. RXN SMILES: [CH:1]([CH:3]=[CH2:4])=O.CC=C([N:10]1[CH2:14][CH2:13][CH2:12][CH2:11]1)CC.O.[CH:16]1C=CC=CC=1>>[CH3:1][C:3]1[CH:4]=[CH:11][CH:12]=[C:13]([CH3:16])[C:14]=1[NH2:10]. Conditions: time 2 hour. Yields the product CC1=C(N)C(=CC=C1)C (2,6-dimethylaniline). Starting materials: C(=O)C=C (acrolein), CC=C(CC)N1CCCC1 (N-(3-pent-2-enyl)-pyrrolidine), C1=CC=CC=C1 (benzene), O (water). Yield: 20.0%. Procedure: 12.9 g (0.23 mole) of freshly distilled acrolein is added dropwise at room temperature to a solution of 27.8 g (0.2 mole) of N-(3-pent-2-enyl)-pyrrolidine in 50 ml of absolute benzene, with the temperature rising to a maximum of 50° C. After completion of the addition, the mixture is stirred for 2 hours at room temperature. It is subsequently boiled for 15 hours at about 110° C. bath temperature in a water-separator. The oil obtained after evaporating off the solvent is heated for 18 hours with ...